This data is from the Open Reaction Database (ORD), a public repository of structured organic reaction records. The task is: describe an organic reaction: reactants, conditions, products, and yield The reactants are O=[N+]([O-])c1cnc2cc(Br)ccc2c1Cl, NCC1CCCCC1, ClCCl. Product: O=[N+]([O-])c1cnc2cc(Br)ccc2c1NCC1CCCCC1. As a reaction SMILES: [Br:9][c:10]1[cH:11][cH:12][c:13]2[c:14]([Cl:23])[c:15]([N+:20](=[O:21])[O-:22])[cH:16][n:17][c:18]2[cH:19]1.[CH:1]1([CH2:7][NH2:8])[CH2:2][CH2:3][CH2:4][CH2:5][CH2:6]1.[Cl:24][CH2:25][Cl:26]>>[CH:1]1([CH2:7][NH:8][c:14]2[c:13]3[cH:12][cH:11][c:10]([Br:9])[cH:19][c:18]3[n:17][cH:16][c:15]2[N+:20](=[O:21])[O-:22])[CH2:2][CH2:3][CH2:4][CH2:5][CH2:6]1.